The task is: describe an organic reaction: reactants, conditions, products, and yield. This data is from the Open Reaction Database (ORD), a public repository of structured organic reaction records. Starting materials: OC1=CC=C(C=C1)CCCCN1C=NC=C1 (1-[4-(4-hydroxyphenyl)butyl]imidazole), ClCC=1N=C(SC1)C1=CC=CC=C1 (4-chloromethyl-2-phenylthiazole). Product: N1(C=NC=C1)CCCCC1=CC=C(OCC=2N=C(SC2)C2=CC=CC=C2)C=C1 (4-[4-[4-(1-imidazolyl)butyl]phenoxymethyl]-2-phenylthiazole). Isolated yield 91.0%. RXN SMILES: [OH:1][C:2]1[CH:7]=[CH:6][C:5]([CH2:8][CH2:9][CH2:10][CH2:11][N:12]2[CH:16]=[CH:15][N:14]=[CH:13]2)=[CH:4][CH:3]=1.Cl[CH2:18][C:19]1[N:20]=[C:21]([C:24]2[CH:29]=[CH:28][CH:27]=[CH:26][CH:25]=2)[S:22][CH:23]=1>>[N:12]1([CH2:11][CH2:10][CH2:9][CH2:8][C:5]2[CH:6]=[CH:7][C:2]([O:1][CH2:18][C:19]3[N:20]=[C:21]([C:24]4[CH:25]=[CH:26][CH:27]=[CH:28][CH:29]=4)[S:22][CH:23]=3)=[CH:3][CH:4]=2)[CH:16]=[CH:15][N:14]=[CH:13]1. Reported procedure: In substantially the same manner as in Working Example 72, 1-[4-(4-hydroxyphenyl)butyl]imidazole was allowed to react with 4-chloromethyl-2-phenylthiazole to give 4-[4-[4-(1-imidazolyl)butyl]phenoxymethyl]-2-phenylthiazole. The yield was 91%. Recrystallization from ethyl acetate-hexane gave colorless prisms, mp 93-94° C. The reactants are C(CCCCCCCCCCC)N (dodecylamine), Cl.CC(CNC(C1=C(C=CC(=C1)C(CN1CCN(CC1)C1=C(C=CC=C1)C)O)O)=O)(C)C (N-(2,2-dimethylpropyl)-2-hydroxy-5-[1-hydroxy-2-[4-(2-methylphenyl)-1-piperazinyl]ethyl]benzamide monohydrochloride). Product: Cl.C(CCCCCCCCCCC)NC(C1=C(C=CC(=C1)C(CN1CCN(CC1)C1=C(C=CC=C1)C)O)O)=O (N-dodecyl-2-hydroxy-5-[1-hydroxy-2-[4-(2-methylphenyl)-1-piperazinyl]ethyl]benzamide hydrochloride). RXN SMILES: [CH2:1]([NH2:13])[CH2:2][CH2:3][CH2:4][CH2:5][CH2:6][CH2:7][CH2:8][CH2:9][CH2:10][CH2:11][CH3:12].[ClH:14].CC(C)(C)CN[C:19](=[O:43])[C:20]1[CH:25]=[C:24]([CH:26]([OH:41])[CH2:27][N:28]2[CH2:33][CH2:32][N:31]([C:34]3[CH:39]=[CH:38][CH:37]=[CH:36][C:35]=3[CH3:40])[CH2:30][CH2:29]2)[CH:23]=[CH:22][C:21]=1[OH:42]>>[ClH:14].[CH2:1]([NH:13][C:19](=[O:43])[C:20]1[CH:25]=[C:24]([CH:26]([OH:41])[CH2:27][N:28]2[CH2:29][CH2:30][N:31]([C:34]3[CH:39]=[CH:38][CH:37]=[CH:36][C:35]=3[CH3:40])[CH2:32][CH2:33]2)[CH:23]=[CH:22][C:21]=1[OH:42])[CH2:2][CH2:3][CH2:4][CH2:5][CH2:6][CH2:7][CH2:8][CH2:9][CH2:10][CH2:11][CH3:12] |f:1.2,3.4|. Procedure details: Following essentially the same procedure but substituting dodecylamine for the neopentylamine above results in the preparation of N-dodecyl-2-hydroxy-5-[1-hydroxy-2-[4-(2-methylphenyl)-1-piperazinyl]ethyl]benzamide hydrochloride. Reactants: [Li+].[Cl-] (LiCl), COC1=CC(=C(C=C1)C1C(C(C2=CC=C(C=C12)OCCC)C1=CC2=C(C=C1)OCO2)C(=O)[O-])OS(=O)(=O)C(F)(F)F (3-(4-Methoxy-2-trifluoromethanesulfonyloxyphenyl)-1-(3,4-methylenedioxyphenyl)-5-(prop-1-yloxy)indane-2-carboxylate), C(CCC)[Sn](CCCC)(CCCC)C1=CC=CC=C1 (tri(but-1-yl)stannylbenzene). The reagents and catalysts are [Pd].C1(=CC=CC=C1)P(C1=CC=CC=C1)C1=CC=CC=C1.C1(=CC=CC=C1)P(C1=CC=CC=C1)C1=CC=CC=C1.C1(=CC=CC=C1)P(C1=CC=CC=C1)C1=CC=CC=C1.C1(=CC=CC=C1)P(C1=CC=CC=C1)C1=CC=CC=C1 (tetrakis(triphenylphosphine)-palladium(0)). The solvent is O1CCOCC1 (dioxane), O1CCOCC1 (dioxane), C(C)(=O)OCC (ethyl acetate). Product: COC1=CC(=C(C=C1)C1C(C(C2=CC=C(C=C12)OCCC)C1=CC2=C(C=C1)OCO2)C(=O)O)C2=CC=CC=C2 (3-(4-Methoxy-2-phenylphenyl)-1-(3,4-methylenedioxyphenyl)-5-(prop-1-yloxy)indane-2-carboxylic acid). Reaction SMILES: [Li+].[Cl-].[CH3:3][O:4][C:5]1[CH:10]=[CH:9][C:8]([CH:11]2[C:19]3[C:14](=[CH:15][CH:16]=[C:17]([O:20][CH2:21][CH2:22][CH3:23])[CH:18]=3)[CH:13]([C:24]3[CH:29]=[CH:28][C:27]4[O:30][CH2:31][O:32][C:26]=4[CH:25]=3)[CH:12]2[C:33]([O-:35])=[O:34])=[C:7](OS(C(F)(F)F)(=O)=O)[CH:6]=1.C([Sn]([C:57]1[CH:62]=[CH:61][CH:60]=[CH:59][CH:58]=1)(CCCC)CCCC)CCC>O1CCOCC1.C(OCC)(=O)C.[Pd].C1(P(C2C=CC=CC=2)C2C=CC=CC=2)C=CC=CC=1.C1(P(C2C=CC=CC=2)C2C=CC=CC=2)C=CC=CC=1.C1(P(C2C=CC=CC=2)C2C=CC=CC=2)C=CC=CC=1.C1(P(C2C=CC=CC=2)C2C=CC=CC=2)C=CC=CC=1>[CH3:3][O:4][C:5]1[CH:6]=[CH:7][C:8]([CH:11]2[C:19]3[C:14](=[CH:15][CH:16]=[C:17]([O:20][CH2:21][CH2:22][CH3:23])[CH:18]=3)[CH:13]([C:24]3[CH:29]=[CH:28][C:27]4[O:30][CH2:31][O:32][C:26]=4[CH:25]=3)[CH:12]2[C:33]([OH:35])=[O:34])=[C:9]([C:57]2[CH:58]=[CH:59][CH:60]=[CH:61][CH:62]=2)[CH:10]=1 |f:0.1,6.7.8.9.10|. Reported procedure: To a slurry of anhydrous LiCl (46 mg, 1.1 mmol) and tetrakis(triphenylphosphine)-palladium(0) (24 mg, 0.02 mmol) in dry dioxane (3 mL) was added a solution of Methyl (1RS, 2RS, 3RS)-3-(4-Methoxy-2-trifluoromethanesulfonyloxyphenyl)-1-(3,4-methylenedioxyphenyl)-5-(prop-1-yloxy)indane-2-carboxylate (95 mg, 0.16 mmol) and tri(but-1-yl)stannylbenzene (319 mg, 0.87 mmol) in dioxane (1 mL). The mixture was refluxed under Argon for 17 h, cooled to room temperature, diluted with ethyl acetate (5 ml) and...